The task is: describe an organic reaction: reactants, conditions, products, and yield. This data is from the Open Reaction Database (ORD), a public repository of structured organic reaction records. The reactants are COC=1C=C2C(=CC1OC)C(=O)C(C2)CC3CCN(CC3)CC=4C=CC=CC4 (Donepezil), C(C)(=O)OC=1C(C(=O)O)=CC=CC1 (acetylsalicylic acid). Solvent: C(C)(=O)OCC (ethyl acetate), CC(=O)C (acetone). The product is COC=1C=C2C(=CC1OC)C(=O)C(C2)CC3CCN(CC3)CC=4C=CC=CC4.C(C)(=O)OC=1C(C(=O)[O-])=CC=CC1 (Donepezil Acetylsalicylate). RXN SMILES: [CH3:1][O:2][C:3]1[CH:4]=[C:5]2[CH2:14][CH:13]([CH2:15][CH:16]3[CH2:21][CH2:20][N:19]([CH2:22][C:23]4[CH:24]=[CH:25][CH:26]=[CH:27][CH:28]=4)[CH2:18][CH2:17]3)[C:11](=[O:12])[C:6]2=[CH:7][C:8]=1[O:9][CH3:10].[C:29]([O:32][C:33]1[C:34](=[CH:38][CH:39]=[CH:40][CH:41]=1)[C:35]([OH:37])=[O:36])(=[O:31])[CH3:30]>C(OCC)(=O)C.CC(C)=O>[CH3:1][O:2][C:3]1[CH:4]=[C:5]2[CH2:14][CH:13]([CH2:15][CH:16]3[CH2:17][CH2:18][N:19]([CH2:22][C:23]4[CH:28]=[CH:27][CH:26]=[CH:25][CH:24]=4)[CH2:20][CH2:21]3)[C:11](=[O:12])[C:6]2=[CH:7][C:8]=1[O:9][CH3:10].[C:29]([O:32][C:33]1[C:34](=[CH:38][CH:39]=[CH:40][CH:41]=1)[C:35]([O-:37])=[O:36])(=[O:31])[CH3:30] |f:4.5|. Reported procedure: 3.79 g of Donepezil is dissolved in 70 ml of ethyl acetate, and a solution of acetylsalicylic acid (1.80 g) in acetone (35 ml) is added slowly with stirring at room temperature. The solid precipitated is filtered. Melting point: 173-176° C. Starting materials: CC1(O[C@H]2[C@@H](O1)O[C@@H](C2)C(CC)O)C (1-[(3aR,5S,6aR)-2,2-dimethyl-3a,5,6,6a-tetrahydrofuro[2,3-d][1,3]dioxol-5-yl]propan-1-ol), CC1(O[C@H]2[C@@H](O1)O[C@@H](C2)C(CC)O)C (1-[(3aR,5S,6aR)-2,2-dimethyl-3a,5,6,6a-tetrahydrofuro[2,3-d][1,3]dioxol-5-yl]propan-1-ol), N1=CC=CC=C1 (pyridine), C(C1=CC=CC=C1)(=O)Cl (benzoyl chloride). Solvent: C(Cl)Cl (DCM). Reaction conditions: time 8 hour. Product: C(C1=CC=CC=C1)(=O)OC(CC)[C@@H]1C[C@@H]2[C@@H](OC(O2)(C)C)O1 (1-[(3aR,5S,6aR)-2,2-dimethyl-3a,5,6,6a-tetrahydrofuro[2,3-d][1,3]dioxol-5-yl]propyl benzoate). Isolated yield 56.0%. RXN SMILES: [CH3:1][C:2]1([CH3:14])[O:6][C@H:5]2[O:7][C@H:8]([CH:10]([OH:13])[CH2:11][CH3:12])[CH2:9][C@H:4]2[O:3]1.N1C=CC=CC=1.[C:21](Cl)(=[O:28])[C:22]1[CH:27]=[CH:26][CH:25]=[CH:24][CH:23]=1>C(Cl)Cl>[C:21]([O:13][CH:10]([C@H:8]1[O:7][C@@H:5]2[O:6][C:2]([CH3:1])([CH3:14])[O:3][C@@H:4]2[CH2:9]1)[CH2:11][CH3:12])(=[O:28])[C:22]1[CH:27]=[CH:26][CH:25]=[CH:24][CH:23]=1. Procedure: To a stirred solution of crude 1-[(3aR,5S,6aR)-2,2-dimethyl-3a,5,6,6a-tetrahydrofuro[2,3-d][1,3]dioxol-5-yl]propan-1-ol (compound 1e, 8.08 g, 40.0 mmol) and pyridine (16.1 mL, 200 mmol) in DCM was added benzoyl chloride (5.0 mL, 43.0 mmol) dropwise at 0° C. After the addition, the mixture was warmed to room temperature and stirred at room temperature overnight. The resulting mixture was washed with 1N hydrochloric acid, brine, dried over Na2SO4 and concentrated in vacuo. The residue was purified... The reactants are [N+](=O)(O)[O-] (nitric acid), FC(C=1C=C(C=C(C1)C(F)(F)F)[C@@H]1[C@@H](N(C(O1)=O)CC1=CC2=CC=CC=C2C=C1I)C)(F)F ((4S,5R)-5-[3,5-bis(trifluoromethyl)phenyl]-3-[(3-iodo-2-naphthyl)methyl]-4-methyl-1,3-oxazolidin-2-one), INTERMEDIATE 16. Solvent: C(C)(=O)O (acetic acid), C(=O)(O)[O-].[Na+] (NaHCO3). Run at time 3 hour. Yields the product FC(C=1C=C(C=C(C1)C(F)(F)F)[C@@H]1[C@@H](N(C(O1)=O)CC1=CC2=CC=CC(=C2C=C1I)[N+](=O)[O-])C)(F)F ((4S,5R)-5-[3,5-bis(trifluoromethyl)phenyl]-3-[(3-iodo-5-nitro-2-naphthyl)methyl]-4-methyl-1,3-oxazolidin-2-one). As a reaction SMILES: [N+:1]([O-:4])(O)=[O:2].[F:5][C:6]([F:37])([F:36])[C:7]1[CH:8]=[C:9]([C@H:17]2[O:21][C:20](=[O:22])[N:19]([CH2:23][C:24]3[C:33]([I:34])=[CH:32][C:31]4[C:26](=[CH:27][CH:28]=[CH:29][CH:30]=4)[CH:25]=3)[C@H:18]2[CH3:35])[CH:10]=[C:11]([C:13]([F:16])([F:15])[F:14])[CH:12]=1>C(O)(=O)C.C([O-])(O)=O.[Na+]>[F:37][C:6]([F:5])([F:36])[C:7]1[CH:8]=[C:9]([C@H:17]2[O:21][C:20](=[O:22])[N:19]([CH2:23][C:24]3[C:33]([I:34])=[CH:32][C:31]4[C:26](=[CH:27][CH:28]=[CH:29][C:30]=4[N+:1]([O-:4])=[O:2])[CH:25]=3)[C@H:18]2[CH3:35])[CH:10]=[C:11]([C:13]([F:15])([F:16])[F:14])[CH:12]=1 |f:3.4|. Procedure details: Fuming nitric acid was added dropwise to a stirred solution of (4S,5R)-5-[3,5-bis(trifluoromethyl)phenyl]-3-[(3-iodo-2-naphthyl)methyl]-4-methyl-1,3-oxazolidin-2-one (synthesized from INTERMEDIATE 16 using a method analogous to that described in EXAMPLE 1, Step E) in acetic acid at room temperature. The reaction was stirred at room temperature for 3 h. The reaction was diluted with saturated NaHCO3 (10 mL) and extracted with EtOAc (3×20 mL). The combined extracts were dried (Na2SO4) and concentr... Starting materials: COCCOCN(c1c(-c2ccc(C(F)(F)F)cc2)c(OCCOC(C)=O)nn1C)S(=O)(=O)c1ccc(C(C)(C)C)cc1, O=C([O-])[O-], CO, [K+], [K+], O. The product is COCCOCN(c1c(-c2ccc(C(F)(F)F)cc2)c(OCCO)nn1C)S(=O)(=O)c1ccc(C(C)(C)C)cc1. RXN SMILES: [C:1](=[O:2])([CH3:3])[O:4][CH2:5][CH2:6][O:7][c:8]1[n:9][n:10]([CH3:43])[c:11]([N:23]([CH2:24][O:25][CH2:26][CH2:27][O:28][CH3:29])[S:30](=[O:31])(=[O:32])[c:33]2[cH:34][cH:35][c:36]([C:39]([CH3:40])([CH3:41])[CH3:42])[cH:37][cH:38]2)[c:12]1-[c:13]1[cH:14][cH:15][c:16]([C:19]([F:20])([F:21])[F:22])[cH:17][cH:18]1.[C:44](=[O:45])([O-:46])[O-:47].[CH3:50][OH:51].[K+:48].[K+:49].[OH2:52]>>[OH:4][CH2:5][CH2:6][O:7][c:8]1[n:9][n:10]([CH3:43])[c:11]([N:23]([CH2:24][O:25][CH2:26][CH2:27][O:28][CH3:29])[S:30](=[O:31])(=[O:32])[c:33]2[cH:34][cH:35][c:36]([C:39]([CH3:40])([CH3:41])[CH3:42])[cH:37][cH:38]2)[c:12]1-[c:13]1[cH:14][cH:15][c:16]([C:19]([F:20])([F:21])[F:22])[cH:17][cH:18]1. Reactants: O=C([O-])[O-], Cc1ccccc1, O=C(NC1CN2CCC1CC2)c1cccc2oc(-c3ccc(I)cc3)nc12, [Na+], [Na+], OB(O)c1ccccc1, c1ccc(P(c2ccccc2)(c2ccccc2)[Pd](P(c2ccccc2)(c2ccccc2)c2ccccc2)(P(c2ccccc2)(c2ccccc2)c2ccccc2)P(c2ccccc2)(c2ccccc2)c2ccccc2)cc1. Yields the product O=C(NC1CN2CCC1CC2)c1cccc2oc(-c3ccc(-c4ccccc4)cc3)nc12. RXN SMILES: [C:37](=[O:38])([O-:39])[O-:40].[CH3:120][c:121]1[cH:122][cH:123][cH:124][cH:125][cH:126]1.[N:1]12[CH2:2][CH:3]([NH:9][C:10](=[O:11])[c:12]3[cH:13][cH:14][cH:15][c:16]4[c:17]3[n:18][c:19](-[c:21]3[cH:22][cH:23][c:24]([I:27])[cH:25][cH:26]3)[o:20]4)[CH:4]([CH2:5][CH2:6]1)[CH2:7][CH2:8]2.[Na+:41].[Na+:42].[OH:28][B:29]([OH:30])[c:31]1[cH:32][cH:33][cH:34][cH:35][cH:36]1.[cH:43]1[cH:44][cH:45][c:46]([P:47]([Pd:48]([P:49]([c:50]2[cH:51][cH:52][cH:53][cH:54][cH:55]2)([c:56]2[cH:57][cH:58][cH:59][cH:60][cH:61]2)[c:62]2[cH:63][cH:64][cH:65][cH:66][cH:67]2)([P:68]([c:69]2[cH:70][cH:71][cH:72][cH:73][cH:74]2)([c:75]2[cH:76][cH:77][cH:78][cH:79][cH:80]2)[c:81]2[cH:82][cH:83][cH:84][cH:85][cH:86]2)[P:87]([c:88]2[cH:89][cH:90][cH:91][cH:92][cH:93]2)([c:94]2[cH:95][cH:96][cH:97][cH:98][cH:99]2)[c:100]2[cH:101][cH:102][cH:103][cH:104][cH:105]2)([c:106]2[cH:107][cH:108][cH:109][cH:110][cH:111]2)[c:112]2[cH:113][cH:114][cH:115][cH:116][cH:117]2)[cH:118][cH:119]1>>[N:1]12[CH2:2][CH:3]([NH:9][C:10](=[O:11])[c:12]3[cH:13][cH:14][cH:15][c:16]4[c:17]3[n:18][c:19](-[c:21]3[cH:22][cH:23][c:24](-[c:31]5[cH:32][cH:33][cH:34][cH:35][cH:36]5)[cH:25][cH:26]3)[o:20]4)[CH:4]([CH2:5][CH2:6]1)[CH2:7][CH2:8]2. As a reaction SMILES: [OH:1][C:2]1[CH:12]=[C:11]([CH2:13][C:14]([NH:16][CH:17]([C:21]2[CH:26]=[CH:25][CH:24]=[CH:23][C:22]=2[N:27]2[CH2:32][CH2:31][CH2:30][CH2:29][CH2:28]2)[CH2:18][CH2:19][CH3:20])=[O:15])[CH:10]=[CH:9][C:3]=1[C:4]([O:6][CH2:7][CH3:8])=[O:5].[CH:33](Br)([CH3:35])[CH3:34]>>[CH:33]([O:1][C:2]1[CH:12]=[C:11]([CH2:13][C:14]([NH:16][CH:17]([C:21]2[CH:26]=[CH:25][CH:24]=[CH:23][C:22]=2[N:27]2[CH2:32][CH2:31][CH2:30][CH2:29][CH2:28]2)[CH2:18][CH2:19][CH3:20])=[O:15])[CH:10]=[CH:9][C:3]=1[C:4]([O:6][CH2:7][CH3:8])=[O:5])([CH3:35])[CH3:34]. Reactants: OC1=C(C(=O)OCC)C=CC(=C1)CC(=O)NC(CCC)C1=C(C=CC=C1)N1CCCCC1 (ethyl 2-hydroxy-4-[N-{1-(2-piperidino-phenyl)-1butyl}-aminocarbonylmethyl]-benzoate), C(C)(C)Br (isopropyl bromide). Procedure details: Prepared from ethyl 2-hydroxy-4-[N-{1-(2-piperidino-phenyl)-1butyl}-aminocarbonylmethyl]-benzoate, using 1.5 equivalents of isopropyl bromide at 150° C. The product is C(C)(C)OC1=C(C(=O)OCC)C=CC(=C1)CC(=O)NC(CCC)C1=C(C=CC=C1)N1CCCCC1 (Ethyl 2-isopropoxy-4-[N-{-1-(2-piperidino-phenyl)-1-butyl}-aminocarbonylmethyl]-benzoate). The reactants are [Si](C)(C)(C(C)(C)C)OC=1C=C(C(=O)NNC([C@@H]([C@H](C)O[Si](C)(C)C(C)(C)C)NC2=C(C(=C(C=C2)C#N)Cl)C)=O)C=CC1F (3-(tert-butyldimethylsilyloxy)-N′-((2R,3S)-3-(tert-butyldimethylsilyloxy)-2-(3-chloro-4-cyano-2-methylphenylamino)butanoyl)-4-fluorobenzohydrazide), PPh3 I2 TEA, C(Cl)Cl (DCM), C1(=CC=CC=C1)P(C1=CC=CC=C1)C1=CC=CC=C1 (Triphenylphosphine), C(Cl)Cl (DCM), 12, TEA. Product: [Si](C)(C)(C(C)(C)C)O[C@@H]([C@H](C=1OC(=NN1)C1=CC(=C(C=C1)F)O[Si](C)(C)C(C)(C)C)NC1=C(C(=C(C#N)C=C1)Cl)C)C (4-((1R,2R)-2-(tert-Butyldimethylsilyloxy)-1-(5-(3-(tert-butyldimethylsilyloxy)-4-fluorophenyl)-1,3,4-oxadiazol-2-yl)propylamino)-2-chloro-3-methylbenzonitrile). As a reaction SMILES: C1(P(C2C=CC=CC=2)C2C=CC=CC=2)C=CC=CC=1.[Si:20]([O:27][C:28]1[CH:29]=[C:30]([CH:59]=[CH:60][C:61]=1[F:62])[C:31]([NH:33][NH:34][C:35](=[O:58])[C@H:36]([NH:47][C:48]1[CH:53]=[CH:52][C:51]([C:54]#[N:55])=[C:50](Cl)[C:49]=1C)[C@@H:37]([O:39][Si:40]([C:43]([CH3:46])([CH3:45])[CH3:44])([CH3:42])[CH3:41])[CH3:38])=O)([C:23]([CH3:26])([CH3:25])[CH3:24])([CH3:22])[CH3:21].[CH2:63]([Cl:65])Cl>>[Si:40]([O:39][C@H:37]([CH3:38])[C@@H:36]([NH:47][C:48]1[CH:49]=[CH:50][C:51]([C:54]#[N:55])=[C:63]([Cl:65])[C:53]=1[CH3:52])[C:35]1[O:58][C:31]([C:30]2[CH:59]=[CH:60][C:61]([F:62])=[C:28]([O:27][Si:20]([C:23]([CH3:24])([CH3:25])[CH3:26])([CH3:21])[CH3:22])[CH:29]=2)=[N:33][N:34]=1)([C:43]([CH3:46])([CH3:44])[CH3:45])([CH3:42])[CH3:41]. Procedure: Triphenylphosphine (1.0 g, 3.85 mmol) was dissolved in 25 mL of DCM followed by addition of 12 (977 mg, 3.85 mmol) and TEA (779 mg, 7.70 mmol) at 0° C. 3-(tert-butyldimethylsilyloxy)-N′-((2R,3S)-3-(tert-butyldimethylsilyloxy)-2-(3-chloro-4-cyano-2-methylphenylamino)butanoyl)-4-fluorobenzohydrazide (1.25 g, 1.93 mmol) in 35 mL DCM was added to the pre-cooled solution mixture of PPh3/I2/TEA system and stir. The temperature was allowed to rise to room temperature and stirred for additional 10 min. ... The reactants are O=C([O-])O, CC1COCCN1c1cc(CS(C)(=O)=O)nc(N2CCC(NC(=O)OC(C)(C)C)CC2)n1, CO, Cl, [Na+], C1COCCO1. The product is CC1COCCN1c1cc(CS(C)(=O)=O)nc(N2CCC(N)CC2)n1. Reaction SMILES: [C:34](=[O:35])([OH:36])[O-:37].[CH3:1][CH:2]1[CH2:3][O:4][CH2:5][CH2:6][N:7]1[c:8]1[n:9][c:10]([N:19]2[CH2:20][CH2:21][CH:22]([NH:25][C:26](=[O:27])[O:28][C:29]([CH3:30])([CH3:31])[CH3:32])[CH2:23][CH2:24]2)[n:11][c:12]([CH2:14][S:15](=[O:16])(=[O:17])[CH3:18])[cH:13]1.[CH3:39][OH:40].[ClH:33].[Na+:38].[O:41]1[CH2:42][CH2:43][O:44][CH2:45][CH2:46]1>>[CH3:1][CH:2]1[CH2:3][O:4][CH2:5][CH2:6][N:7]1[c:8]1[n:9][c:10]([N:19]2[CH2:20][CH2:21][CH:22]([NH2:25])[CH2:23][CH2:24]2)[n:11][c:12]([CH2:14][S:15](=[O:16])(=[O:17])[CH3:18])[cH:13]1.